Task: describe an organic reaction: reactants, conditions, products, and yield. Dataset: the Open Reaction Database (ORD), a public repository of structured organic reaction records Reactants: C(CCCCC)C1=CSC=C1 (3-hexylthiophene), BrN1C(CCC1=O)=O (N-bromosuccinimide). Run in CN(C)C=O (DMF). Product: BrC=1SC=CC1CCCCCC (2-bromo-3-hexylthiophene). Reaction SMILES: [CH2:1]([C:7]1[CH:11]=[CH:10][S:9][CH:8]=1)[CH2:2][CH2:3][CH2:4][CH2:5][CH3:6].[Br:12]N1C(=O)CCC1=O>CN(C=O)C>[Br:12][C:8]1[S:9][CH:10]=[CH:11][C:7]=1[CH2:1][CH2:2][CH2:3][CH2:4][CH2:5][CH3:6]. Procedure details: 3-hexylthiophene and N-bromosuccinimide (hereinafter, referred to as ‘NBS’) in the same amount were reacted in DMF at room temperature for 15 hours to obtain 2-bromo-3-hexylthiophene (d). 12.4 g (50 mmol) of the 2-bromo-3-hexylthiophene (d) was added to a solution of 28 mL (56 mmol) of lithium diisopropylamine (hereinafter, referred to as ‘LDA’, 2.0M in THF/Hexane) in 40 mL of anhydrous THF at about −80˜−90° C. with stirring. At this temperature, the reaction was allowed to proceed for 20˜30 min... Starting materials: C(C)OC(C(C(C=1C(=NC(=C(C1)F)Cl)Cl)=O)=COCC)=O (2,6-dichloro-α-(ethoxymethylene)-5-fluoro-β-oxo-3-pyridinepropanoic acid ethyl ester), C(O)CN (ethanolamine). Solvent: CCOCC (ether). Reaction conditions: time 1.5 hour. Product: ClC1=C(C(=O)/C(/C(=O)OCC)=C/NCCO)C=C(C(=N1)Cl)F ((Z)-Ethyl 2-(2,6-dichloro-5-fluoronicotinoyl)-3-((2-hydroxyethyl)amino)acrylate). Reaction SMILES: [CH2:1]([O:3][C:4](=[O:21])[C:5](=[CH:17]OCC)[C:6](=[O:16])[C:7]1[C:8]([Cl:15])=[N:9][C:10]([Cl:14])=[C:11]([F:13])[CH:12]=1)[CH3:2].[CH2:22]([CH2:24][NH2:25])[OH:23]>CCOCC>[Cl:15][C:8]1[N:9]=[C:10]([Cl:14])[C:11]([F:13])=[CH:12][C:7]=1[C:6](/[C:5](=[CH:17]/[NH:25][CH2:24][CH2:22][OH:23])/[C:4]([O:3][CH2:1][CH3:2])=[O:21])=[O:16]. Procedure details: A solution of 2,6-dichloro-α-(ethoxymethylene)-5-fluoro-β-oxo-3-pyridinepropanoic acid ethyl ester (1.00 g; prepared according to EP 132845) was treated with ethanolamine (0.18 mL). After a few minutes, the reaction mixture became sticky and was diluted with Hept/ether (1:1; 10 mL). After further stirring at rt for 1.5 h, the solvents were evaporated under reduced pressure and the crude yellow oil was directly used in the next step. Starting materials: COc1cc(Br)c(C)cc1O, CC(=O)[O-], ClCCl, OB(O)c1ccccc1. The product is COc1cc(Br)c(C)cc1Oc1ccccc1. As a reaction SMILES: [Br:1][c:2]1[cH:3][c:4]([O:10][CH3:11])[c:5]([OH:9])[cH:6][c:7]1[CH3:8].[CH3:21][C:22](=[O:23])[O-:24].[Cl:25][CH2:26][Cl:27].[OH:12][B:13]([OH:14])[c:15]1[cH:16][cH:17][cH:18][cH:19][cH:20]1>>[Br:1][c:2]1[cH:3][c:4]([O:10][CH3:11])[c:5]([O:9][c:15]2[cH:16][cH:17][cH:18][cH:19][cH:20]2)[cH:6][c:7]1[CH3:8].